From a dataset of the Open Reaction Database (ORD), a public repository of structured organic reaction records. describe an organic reaction: reactants, conditions, products, and yield Reactants: ClC1=C(C(=C(C=C1)[N+](=O)[O-])C)C (4-chloro-2,3-dimethylnitrobenzene), ClC=1C(=C(C(=CC1)[N+](=O)[O-])CC(C(=O)O)=O)C (3-(3-chloro-2-methyl-6-nitrophenyl)-pyruvic acid). The product is ClC=1C(=C2C=C(NC2=CC1)C(=O)O)C (5-Chloro-4-methylindole-2-carboxylic acid). RXN SMILES: ClC1C=CC([N+]([O-])=O)=C(C)C=1C.[Cl:13][C:14]1[C:15]([CH3:29])=[C:16]([CH2:23][C:24](=O)[C:25]([OH:27])=[O:26])[C:17]([N+:20]([O-])=O)=[CH:18][CH:19]=1>>[Cl:13][C:14]1[C:15]([CH3:29])=[C:16]2[C:17](=[CH:18][CH:19]=1)[NH:20][C:24]([C:25]([OH:27])=[O:26])=[CH:23]2. Reported procedure: The compound was prepared via 4-chloro-2,3-dimethylnitrobenzene (m.p. 57°-58° C) and 3-(3-chloro-2-methyl-6-nitrophenyl)-pyruvic acid (oil). Starting materials: Cl, CC(C)C1(C(=O)N2CCC(O)(c3ccccc3C(F)(F)F)CC2)CCC(NC(=O)OC(C)(C)C)C1. The product is CC(C)C1(C(=O)N2CCC(O)(c3ccccc3C(F)(F)F)CC2)CCC(N)C1. As a reaction SMILES: [ClH:36].[OH:1][C:2]1([c:26]2[c:27]([C:32]([F:33])([F:34])[F:35])[cH:28][cH:29][cH:30][cH:31]2)[CH2:3][CH2:4][N:5]([C:8](=[O:9])[C:10]2([CH:23]([CH3:24])[CH3:25])[CH2:11][CH:12]([NH:15][C:16](=[O:17])[O:18][C:19]([CH3:20])([CH3:21])[CH3:22])[CH2:13][CH2:14]2)[CH2:6][CH2:7]1>>[OH:1][C:2]1([c:26]2[c:27]([C:32]([F:33])([F:34])[F:35])[cH:28][cH:29][cH:30][cH:31]2)[CH2:3][CH2:4][N:5]([C:8](=[O:9])[C:10]2([CH:23]([CH3:24])[CH3:25])[CH2:11][CH:12]([NH2:15])[CH2:13][CH2:14]2)[CH2:6][CH2:7]1. Starting materials: Cn1cccc1CCN, Cc1ccc(S(=O)(=O)Cl)cc1. Product: Cc1ccc(S(=O)(=O)NCCc2cccn2C)cc1. As a reaction SMILES: [NH2:1][CH2:2][CH2:3][c:4]1[n:5]([CH3:9])[cH:6][cH:7][cH:8]1.[c:10]1([CH3:20])[cH:11][cH:12][c:13]([S:16](=[O:17])(=[O:18])[Cl:19])[cH:14][cH:15]1>>[NH:1]([CH2:2][CH2:3][c:4]1[n:5]([CH3:9])[cH:6][cH:7][cH:8]1)[S:16]([c:13]1[cH:12][cH:11][c:10]([CH3:20])[cH:15][cH:14]1)(=[O:17])=[O:18]. The reactants are COCCOC=1C=C(C=NC1)OC[C@H]1NCCC1 (5-methoxyethoxy-3-(2-(S)-pyrrolidinylmethoxy)pyridine), C=O (formaldehyde), C(=O)(O)[O-].[Na+] (NaHCO3). The solvent is C(=O)O (formic acid). Conditions: temperature 50 celsius. The product is COCCOC=1C=C(C=NC1)OC[C@H]1N(CCC1)C (5-Methoxyethoxy-3-(1-methyl-2-(S)-pyrrolidinylmethoxy)pyridine). Isolated yield 85.0%. Reaction SMILES: [CH3:1][O:2][CH2:3][CH2:4][O:5][C:6]1[CH:7]=[C:8]([O:12][CH2:13][C@@H:14]2[CH2:18][CH2:17][CH2:16][NH:15]2)[CH:9]=[N:10][CH:11]=1.C=O.[C:21]([O-])(O)=O.[Na+]>C(O)=O>[CH3:1][O:2][CH2:3][CH2:4][O:5][C:6]1[CH:7]=[C:8]([O:12][CH2:13][C@@H:14]2[CH2:18][CH2:17][CH2:16][N:15]2[CH3:21])[CH:9]=[N:10][CH:11]=1 |f:2.3|. Reported procedure: To 5-methoxyethoxy-3-(2-(S)-pyrrolidinylmethoxy)pyridine from Example 197f (450 mg, 1.78 mmol) was added formaldehyde (37%, 8 mL) and formic acid (88%, 4 mL), and the mixture was heated at 50° C. for 4 h and then allowed cool to room temperature. The mixture was basified with saturated NaHCO3 and then extracted with Et2O. The organic layer was dried over Na2SO4 and concentrated. The residue was chromatographed (silica gel; hexane/EtOAc, 2:1) to afford the title compound (402 mg, 85%): 1H NMR (CD... Starting materials: C(C)(C)(C)OC(=O)N[C@@H](C(=O)N)CC1=CC2=CC=CC=C2C=C1 ((2R)-2-tert-Butoxycarbonylamino-3-(2-naphthyl)propionic acid amide), COC1=CC=C(C=C1)P1(SP(S1)(C1=CC=C(C=C1)OC)=S)=S (2,4-bis(4-methoxyphenyl)-1,3-dithia-2,4-diphosphetane-2,4-disulfide). The solvent is O1CCOCC1 (dioxane). Run at temperature 60 celsius, time 12 hour. Product: C(C)(C)(C)OC(N[C@H](CC1=CC2=CC=CC=C2C=C1)C(N)=S)=O (((1R)-2-(2-naphthyl)-1-thiocarbamoylethyl)carbamic acid tert-butylester). Yield: 157.2%. RXN SMILES: [C:1]([O:5][C:6]([NH:8][C@H:9]([CH2:13][C:14]1[CH:23]=[CH:22][C:21]2[C:16](=[CH:17][CH:18]=[CH:19][CH:20]=2)[CH:15]=1)[C:10]([NH2:12])=O)=[O:7])([CH3:4])([CH3:3])[CH3:2].COC1C=CC(P2(=S)SP(=S)(C3C=CC(OC)=CC=3)[S:33]2)=CC=1>O1CCOCC1>[C:1]([O:5][C:6](=[O:7])[NH:8][C@@H:9]([C:10](=[S:33])[NH2:12])[CH2:13][C:14]1[CH:23]=[CH:22][C:21]2[C:16](=[CH:17][CH:18]=[CH:19][CH:20]=2)[CH:15]=1)([CH3:4])([CH3:3])[CH3:2]. Reported procedure: (2R)-2-tert-Butoxycarbonylamino-3-(2-naphthyl)propionic acid amide (1.058 g; 3.36 mmol) and 2,4-bis(4-methoxyphenyl)-1,3-dithia-2,4-diphosphetane-2,4-disulfide (Lawesson's reagent) (0.71 g; 1.76 mmol) were dissolved in dioxane (6 ml). The reaction mixture was heated 30 min at 60° C. and stirred 12 hours at room temperature. The solvent was removed in vacuo and to the residue was added a mixture of water/sodium hydrogencarbonate (1:1; 15 ml) and stirred 30 min at room temperature. The mixture was... Reactants: C1(=CC=CC=C1)S(=O)(=O)CC1=C(C(=CC(=C1)F)OCCCl)[N+](=O)[O-] (1-benzenesulfonylmethyl-3-(2-chloro-ethoxy)-5-fluoro-2-nitrobenzene), O.NN (Hydrazine hydrate). Reagents/catalysts: [Pd] (Pd/C). Run in C(C)O (ethanol). Reaction conditions: temperature 60 celsius. Product: C1(=CC=CC=C1)S(=O)(=O)CC1=C(C(=CC(=C1)F)OCCCl)N (2-Benzenesulfonylmethyl-6-(2-chloro-ethoxy)-4-fluorophenylamine), solid. Yield: 91.9%. As a reaction SMILES: [C:1]1([S:7]([CH2:10][C:11]2[CH:16]=[C:15]([F:17])[CH:14]=[C:13]([O:18][CH2:19][CH2:20][Cl:21])[C:12]=2[N+:22]([O-])=O)(=[O:9])=[O:8])[CH:6]=[CH:5][CH:4]=[CH:3][CH:2]=1.O.NN>C(O)C.[Pd]>[C:1]1([S:7]([CH2:10][C:11]2[CH:16]=[C:15]([F:17])[CH:14]=[C:13]([O:18][CH2:19][CH2:20][Cl:21])[C:12]=2[NH2:22])(=[O:9])=[O:8])[CH:2]=[CH:3][CH:4]=[CH:5][CH:6]=1 |f:1.2|. Procedure details: A mixture of 1-benzenesulfonylmethyl-3-(2-chloro-ethoxy)-5-fluoro-2-nitrobenzene (1.98 g, 5.3 mmoles) in ethanol (25 mL) was stirred under nitrogen in a round bottom flask at 60° C. 10% Pd/C was added, and the temperature was increased to 80° C. Hydrazine hydrate (2.0 mL) was added dropwise and the mixture was stirred at reflux for 3 hours. Reaction mixture was filtered off through Celite, and the solution was washed with H2O (3×), dried over Na2SO4, and concentrated under vacuum to afford the t... Reactants: COC(=O)CCCCBr, O=C([O-])[O-], [K+], [K+], CN(C)C=O, CCCc1c(O)ccc(C(C)=O)c1O. Yields the product CCCc1c(OCCCCC(=O)OC)ccc(C(C)=O)c1O. RXN SMILES: [Br:15][CH2:16][CH2:17][CH2:18][CH2:19][C:20](=[O:21])[O:22][CH3:23].[C:24](=[O:25])([O-:26])[O-:27].[K+:28].[K+:29].[O:30]=[CH:31][N:32]([CH3:33])[CH3:34].[OH:1][c:2]1[c:3]([C:12]([CH3:13])=[O:14])[cH:4][cH:5][c:6]([OH:11])[c:7]1[CH2:8][CH2:9][CH3:10]>>[OH:1][c:2]1[c:3]([C:12]([CH3:13])=[O:14])[cH:4][cH:5][c:6]([O:11][CH2:16][CH2:17][CH2:18][CH2:19][C:20](=[O:21])[O:22][CH3:23])[c:7]1[CH2:8][CH2:9][CH3:10].